Dataset: the Open Reaction Database (ORD), a public repository of structured organic reaction records. Task: describe an organic reaction: reactants, conditions, products, and yield Reactants: [Al+3], C1CCOC1, O=C(NCc1ccccc1)C1CC=CC(O)C1, [H-], [H-], [H-], [H-], [Li+]. Product: OC1C=CCC(CNCc2ccccc2)C1. As a reaction SMILES: [Al+3:2].[CH2:24]1[O:25][CH2:26][CH2:27][CH2:28]1.[CH2:7]([c:8]1[cH:9][cH:10][cH:11][cH:12][cH:13]1)[NH:14][C:15](=[O:16])[CH:17]1[CH2:18][CH:19]=[CH:20][CH:21]([OH:23])[CH2:22]1.[H-:1].[H-:4].[H-:5].[H-:6].[Li+:3]>>[CH2:7]([c:8]1[cH:9][cH:10][cH:11][cH:12][cH:13]1)[NH:14][CH2:15][CH:17]1[CH2:18][CH:19]=[CH:20][CH:21]([OH:23])[CH2:22]1. Reactants: C12(CC3CC(CC(C1)C3)C2)CCC2=C(N=C(N2)C2=CC3=CC=CC=C3C=C2)C(=O)O (5-(2-Adamantan-1-yl-ethyl)-2-naphthalen-2-yl-1H-imidazole-4-carboxylic acid), C(C1=CC=CC=C1)OC(C1=CC(=CC=C1)N)=O (3-amino-benzoic acid benzyl ester), benzyl ester. Yields the product C12(CC3CC(CC(C1)C3)C2)CCC2=C(N=C(N2)C2=CC3=CC=CC=C3C=C2)C(=O)NC=2C=C(C(=O)O)C=CC2 (3-{[5-(2-Adamantan-1-yl-ethyl)-2-naphthalen-2-yl-1H-imidazole-4-carbonyl]-amino}-benzoic Acid). RXN SMILES: [C:1]12([CH2:11][CH2:12][C:13]3[NH:17][C:16]([C:18]4[CH:27]=[CH:26][C:25]5[C:20](=[CH:21][CH:22]=[CH:23][CH:24]=5)[CH:19]=4)=[N:15][C:14]=3[C:28](O)=[O:29])[CH2:10][CH:5]3[CH2:6][CH:7]([CH2:9][CH:3]([CH2:4]3)[CH2:2]1)[CH2:8]2.C([O:38][C:39](=[O:47])[C:40]1[CH:45]=[CH:44][CH:43]=[C:42]([NH2:46])[CH:41]=1)C1C=CC=CC=1>>[C:1]12([CH2:11][CH2:12][C:13]3[NH:17][C:16]([C:18]4[CH:27]=[CH:26][C:25]5[C:20](=[CH:21][CH:22]=[CH:23][CH:24]=5)[CH:19]=4)=[N:15][C:14]=3[C:28]([NH:46][C:42]3[CH:41]=[C:40]([CH:45]=[CH:44][CH:43]=3)[C:39]([OH:47])=[O:38])=[O:29])[CH2:8][CH:7]3[CH2:6][CH:5]([CH2:4][CH:3]([CH2:9]3)[CH2:2]1)[CH2:10]2. Reported procedure: 5-(2-Adamantan-1-yl-ethyl)-2-naphthalen-2-yl-1H-imidazole-4-carboxylic acid (Example 44) was reacted with 3-amino-benzoic acid benzyl ester according to the procedure of Example 20, step d. The benzyl ester was deprotected according to the procedure of Example 20, step e to afford the title compound. 1H NMR (300 MHz, d6-DMSO) 12.91 (1H, br s), 9.90 (1H, br s), 8.54 (2H, d), 8.27 (1H, dd), 8.04-7.94 (4H, m), 7.65-7.44 (4H, m), 3.04 (2H, m), 1.98 (3H, br s), 1.66 (6H, m), 1.58 (6H, s), 1.45 (2H, m...